This data is from the Open Reaction Database (ORD), a public repository of structured organic reaction records. The task is: describe an organic reaction: reactants, conditions, products, and yield The reactants are CC(C)(C)OC(=O)COc1cccc(CN(Cc2ccc(-c3nccs3)cc2)S(C)(=O)=O)c1, CC(=O)OC(C)(C)C, ClCCl, O=C(O)C(F)(F)F. Yields the product CS(=O)(=O)N(Cc1ccc(-c2nccs2)cc1)Cc1cccc(OCC(=O)O)c1. Reaction SMILES: [C:1]([CH3:2])([CH3:3])([CH3:4])[O:5][C:6]([CH2:7][O:8][c:9]1[cH:10][c:11]([CH2:15][N:16]([CH2:17][c:18]2[cH:19][cH:20][c:21](-[c:24]3[s:25][cH:26][cH:27][n:28]3)[cH:22][cH:23]2)[S:29](=[O:30])(=[O:31])[CH3:32])[cH:12][cH:13][cH:14]1)=[O:33].[C:34]([O:35][C:36](=[O:37])[CH3:38])([CH3:39])([CH3:40])[CH3:41].[Cl:49][CH2:50][Cl:51].[OH:42][C:43]([C:44]([F:45])([F:46])[F:47])=[O:48]>>[O:5]=[C:6]([CH2:7][O:8][c:9]1[cH:10][c:11]([CH2:15][N:16]([CH2:17][c:18]2[cH:19][cH:20][c:21](-[c:24]3[s:25][cH:26][cH:27][n:28]3)[cH:22][cH:23]2)[S:29](=[O:30])(=[O:31])[CH3:32])[cH:12][cH:13][cH:14]1)[OH:33]. Starting materials: Cl (hydrochloride), Cl.C(C1=CC=CC=C1)OC(=O)N(C1=CC=C(C=C1)Cl)CC1NCCC2=CC(=C(C=C12)O)O (1(N-benzyloxycarbonyl-p-chloroanilinomethyl)-6,7-dihydroxy-1,2,3,4-tetrahydroisoquinoline hydrochloride), Cl (hydrochloric acid), CC=1C=CC(=CC1)S(=O)(=O)O (p-toluenesulfonate). The solvent is C(C)(=O)O (acetic acid). Yields the product Cl.ClC1=CC=C(NCC2NCCC3=CC(=C(C=C23)O)O)C=C1 (1-(p-chloroanilinomethyl)-6,7-dihydroxy-1,2,3,4-tetrahydroisoquinoline hydrochloride). Reaction SMILES: Cl.C(OC([N:12]([CH2:20][CH:21]1[C:30]2[C:25](=[CH:26][C:27]([OH:32])=[C:28]([OH:31])[CH:29]=2)[CH2:24][CH2:23][NH:22]1)[C:13]1[CH:18]=[CH:17][C:16]([Cl:19])=[CH:15][CH:14]=1)=O)C1C=CC=CC=1.Cl.CC1C=CC(S(O)(=O)=O)=CC=1>C(O)(=O)C>[ClH:19].[Cl:19][C:16]1[CH:15]=[CH:14][C:13]([NH:12][CH2:20][CH:21]2[C:30]3[C:25](=[CH:26][C:27]([OH:32])=[C:28]([OH:31])[CH:29]=3)[CH2:24][CH2:23][NH:22]2)=[CH:18][CH:17]=1 |f:0.1,5.6|. Procedure: A mixture of 1(N-benzyloxycarbonyl-p-chloroanilinomethyl)-6,7-dihydroxy-1,2,3,4-tetrahydroisoquinoline hydrochloride (5.1 g), conc. hydrochloric acid (51 ml) and acetic acid (51 ml) was refluxed for 3 hours. The reaction mixture was concentrated to dryness under reduced pressure and the residue was dissolved in water. The aqueous layer was washed with ethyl acetate, treated with activated charcoal and concentrated to dryness to give crude 1-(p-chloroanilinomethyl)-6,7-dihydroxy-1,2,3,4-tetrahydr... Starting materials: C(C)(C)(C)OC(=O)NCC(=O)O (N-(t-butoxycarbonyl)glycine), N1=CC(=CC=C1)CN (3-picolylamine), NC[C@H]1N(CCC1)CC ((S)-(−)-2-aminomethyl-1-ethylpyrrolidine), C(C)=O (acetaldehyde). Product: NCC(=O)NCC=1C=NC=CC1 (2-amino-N-(pyridin-3-ylmethyl)acetamide). Reaction SMILES: C(OC([NH:8][CH2:9][C:10](O)=[O:11])=O)(C)(C)C.[N:13]1[CH:18]=[CH:17][CH:16]=[C:15]([CH2:19][NH2:20])[CH:14]=1.NC[C@@H]1CCCN1CC.C(=O)C>>[NH2:8][CH2:9][C:10]([NH:20][CH2:19][C:15]1[CH:14]=[N:13][CH:18]=[CH:17][CH:16]=1)=[O:11]. Procedure details: By using N-(t-butoxycarbonyl)glycine (1.0 g) and 3-picolylamine (577 μl) as starting materials, the title compound (892 mg) was obtained in the same manners as those of Reference Example 88, (1) and Reference Example 78, (3).